Dataset: the Open Reaction Database (ORD), a public repository of structured organic reaction records. Task: describe an organic reaction: reactants, conditions, products, and yield Starting materials: [N+](=O)([O-])C=1C(=C(C(=C(C(=O)O)C1)F)F)F (5-nitro-2,3,4-trifluorobenzoic acid), [OH-].[Na+] (sodium hydroxide). Yields the product FC1=C(C(=O)O)C=C(C(=C1F)O)[N+](=O)[O-] (2,3-difluoro4-hydroxy-5-nitrobenzoic acid). Reaction SMILES: [N+:1]([C:4]1[C:5](F)=[C:6]([F:14])[C:7]([F:13])=[C:8]([CH:12]=1)[C:9]([OH:11])=[O:10])([O-:3])=[O:2].[OH-:16].[Na+]>>[F:13][C:7]1[C:6]([F:14])=[C:5]([OH:16])[C:4]([N+:1]([O-:3])=[O:2])=[CH:12][C:8]=1[C:9]([OH:11])=[O:10] |f:1.2|. Reported procedure: The solid 5-nitro-2,3,4-trifluorobenzoic acid (1.00 g, 0.00452 mol) was dissolved in 10 wt. % aqueous sodium hydroxide solution. The mixture was clear deep orange. After standing under ambient conditions for several minutes, the mixture was quenched with concentrated aqueous hydrochloric acid until strongly acidic (pH 0). A white solid precipitated which was isolated by vacuum filtration and dried with suction to afford 0.40 g of an off-white solid. This solid was recrystallized from chloroform ... The reactants are CC(C)(C)c1ccc(CNCCc2ccc(F)cc2)cc1, ClCCCl, ClCCl, Cl, O=C(O)c1cc(F)cc2cc[nH]c12. Yields the product CC(C)(C)c1ccc(CN(CCc2ccc(F)cc2)C(=O)c2cc(F)cc3cc[nH]c23)cc1. RXN SMILES: [C:14]([CH3:15])([CH3:16])([CH3:17])[c:18]1[cH:19][cH:20][c:21]([CH2:22][NH:23][CH2:24][CH2:25][c:26]2[cH:27][cH:28][c:29]([F:32])[cH:30][cH:31]2)[cH:33][cH:34]1.[CH2:35]([Cl:36])[CH2:37][Cl:38].[Cl:40][CH2:41][Cl:42].[ClH:39].[F:1][c:2]1[cH:3][c:4]2[cH:5][cH:6][nH:7][c:8]2[c:9]([C:11](=[O:12])[OH:13])[cH:10]1>>[F:1][c:2]1[cH:3][c:4]2[cH:5][cH:6][nH:7][c:8]2[c:9]([C:11](=[O:13])[N:23]([CH2:22][c:21]2[cH:20][cH:19][c:18]([C:14]([CH3:15])([CH3:16])[CH3:17])[cH:34][cH:33]2)[CH2:24][CH2:25][c:26]2[cH:27][cH:28][c:29]([F:32])[cH:30][cH:31]2)[cH:10]1. The reactants are ClC1=CC=C(C=C1)CCNCCCN1C(C=2C(C1=O)=CC=CC2)=O (N-[3-[2-(4-chlorophenyl)ethylamino]propyl]phthalimide), C([O-])([O-])=O.[K+].[K+] (potassium carbonate), C(C)I (ethyl iodide). Solvent: CC#N (CH3CN). Conditions: temperature 70 celsius, time 16 hour. Product: ClC1=CC=C(C=C1)CCN(CCCN1C(C=2C(C1=O)=CC=CC2)=O)CC (N-[3-[[2-(4-chlorophenyl)ethyl](ethyl)amino]propyl]phthalimide). Isolated yield 57.2%. Reaction SMILES: [Cl:1][C:2]1[CH:7]=[CH:6][C:5]([CH2:8][CH2:9][NH:10][CH2:11][CH2:12][CH2:13][N:14]2[C:18](=[O:19])[C:17]3=[CH:20][CH:21]=[CH:22][CH:23]=[C:16]3[C:15]2=[O:24])=[CH:4][CH:3]=1.C(=O)([O-])[O-].[K+].[K+].[CH2:31](I)[CH3:32]>CC#N>[Cl:1][C:2]1[CH:7]=[CH:6][C:5]([CH2:8][CH2:9][N:10]([CH2:31][CH3:32])[CH2:11][CH2:12][CH2:13][N:14]2[C:18](=[O:19])[C:17]3=[CH:20][CH:21]=[CH:22][CH:23]=[C:16]3[C:15]2=[O:24])=[CH:4][CH:3]=1 |f:1.2.3|. Reported procedure: To a mixture of N-[3-[2-(4-chlorophenyl)ethylamino]propyl]phthalimide (2.28 g, 6.65 mmol) and potassium carbonate (1.8 g, 13 mmol) in CH3CN (50 ml) was added ethyl iodide (1.6 ml, 20 mmol). The mixture was stirred at 70° C. for 16 h, and then filtered. The filtrate was concentrated under vacuum to dryness, and the residue was chromatographed on silica gel (eluting with 2% methanol/chloroform) to afford N-[3-[[2-(4-chlorophenyl)ethyl](ethyl)amino]propyl]phthalimide (1.41 g, 57%): MS(ES+) m/e 371 ... Reagents/catalysts: [O-2].[O-2].[Mn+4] (manganese dioxide). Reactants: C(C1=CC=CC=C1)(C1=CC=CC=C1)(C1=CC=CC=C1)NC=1SC=C(N1)CO (2-tritylaminothiazole-4-methanol). The product is C(C1=CC=CC=C1)(C1=CC=CC=C1)(C1=CC=CC=C1)NC=1SC=C(N1)C=O (2-tritylaminothiazole-4-carbaldehyde). Reaction conditions: time 60 hour. Run in CC(=O)C (acetone). Reported procedure: A mixture comprising 0.5 g of 2-tritylaminothiazole-4-methanol, 5 g of manganese dioxide and 20 ml of acetone was stirred at room temperature for 60 hours. The manganese dioxide was filtered off and the filtrate was evaporated under reduced pressure. The residue was purified by silica gel column chromatography. using as eluent a 10:1 by volume mixture of benzene and ethyl acetate, giving the desired compound as a brownish-orange powder. RXN SMILES: [C:1]([NH:20][C:21]1[S:22][CH:23]=[C:24]([CH2:26][OH:27])[N:25]=1)([C:14]1[CH:19]=[CH:18][CH:17]=[CH:16][CH:15]=1)([C:8]1[CH:13]=[CH:12][CH:11]=[CH:10][CH:9]=1)[C:2]1[CH:7]=[CH:6][CH:5]=[CH:4][CH:3]=1>[O-2].[O-2].[Mn+4].CC(C)=O>[C:1]([NH:20][C:21]1[S:22][CH:23]=[C:24]([CH:26]=[O:27])[N:25]=1)([C:8]1[CH:13]=[CH:12][CH:11]=[CH:10][CH:9]=1)([C:2]1[CH:7]=[CH:6][CH:5]=[CH:4][CH:3]=1)[C:14]1[CH:19]=[CH:18][CH:17]=[CH:16][CH:15]=1 |f:1.2.3|. The yield is 48.0%. Solvent: C(C)O (ethanol), C(C)O (ethanol). Procedure: Upon boiling a solution of 9.3 g 3-nitro-6-chlorobenzaldehyde and 13.0 g amidinoacetic acid ethyl ester in 150 ml ethanol for two hours, 2,6-diamino-4-(3-nitro-6-chlorophenyl)-1,4-dihydropyridine-3,5-dicarboxylic acid diethyl ester of m.p. 130° C (ethanol) is obtained. Reactants: [N+](=O)([O-])C=1C=C(C=O)C(=CC1)Cl (3-nitro-6-chlorobenzaldehyde), C(C)OC(CC(N)=N)=O (amidinoacetic acid ethyl ester). The product is C(C)OC(=O)C1=C(NC(=C(C1C1=CC(=CC=C1Cl)[N+](=O)[O-])C(=O)OCC)N)N (2,6-diamino-4-(3-nitro-6-chlorophenyl)-1,4-dihydropyridine-3,5-dicarboxylic acid diethyl ester). RXN SMILES: [N+:1]([C:4]1[CH:5]=[C:6]([C:9]([Cl:12])=[CH:10][CH:11]=1)[CH:7]=O)([O-:3])=[O:2].[CH2:13]([O:15][C:16](=[O:21])[CH2:17][C:18](=[NH:20])[NH2:19])[CH3:14]>C(O)C>[CH2:13]([O:15][C:16]([C:17]1[CH:7]([C:6]2[C:9]([Cl:12])=[CH:10][CH:11]=[C:4]([N+:1]([O-:3])=[O:2])[CH:5]=2)[C:17]([C:16]([O:15][CH2:13][CH3:14])=[O:21])=[C:18]([NH2:19])[NH:20][C:18]=1[NH2:19])=[O:21])[CH3:14]. Starting materials: C(C)(=O)N[C@@]1(C(O[C@@H]([C@H]([C@@H]1OC(C)=O)OC(C)=O)COC(C)=O)Cl)O (2-Acetamido-3,4,6-tri-O-acetyl-D-glucopyranosyl chloride), CCOC1=CC=C2C(=C1)C(=CC(N2)(C)C)C (ethoxyquin). The solvent is CC(=O)C (Acetone). Reaction conditions: time 0.5 hour. Yields the product C(C)(=O)N[C@H]1C(O[C@@H]([C@H]([C@@H]1OC(C)=O)OC(C)=O)COC(C)=O)N1C(C=C(C2=CC(=CC=C12)OCC)C)(C)C (1-(2-acetamido-3,4,6-tri-O-acetyl-2-deoxy-D-glucopyranosyl)-6-ethoxy-1,2-dihydro-2,2,4-trimethylquinoline). Isolated yield 63.0%. RXN SMILES: [C:1]([NH:4][C@@:5]1(O)[C@@H:10]([O:11][C:12](=[O:14])[CH3:13])[C@H:9]([O:15][C:16](=[O:18])[CH3:17])[C@@H:8]([CH2:19][O:20][C:21](=[O:23])[CH3:22])[O:7][CH:6]1Cl)(=[O:3])[CH3:2].[CH3:26][CH2:27][O:28][C:29]1[CH:34]=[C:33]2[C:35]([CH3:41])=[CH:36][C:37]([CH3:40])([CH3:39])[NH:38][C:32]2=[CH:31][CH:30]=1>CC(C)=O>[C:1]([NH:4][C@@H:5]1[C@@H:10]([O:11][C:12](=[O:14])[CH3:13])[C@H:9]([O:15][C:16](=[O:18])[CH3:17])[C@@H:8]([CH2:19][O:20][C:21](=[O:23])[CH3:22])[O:7][CH:6]1[N:38]1[C:32]2[C:33](=[CH:34][C:29]([O:28][CH2:27][CH3:26])=[CH:30][CH:31]=2)[C:35]([CH3:41])=[CH:36][C:37]1([CH3:39])[CH3:40])(=[O:3])[CH3:2]. Procedure: 2-Acetamido-3,4,6-tri-O-acetyl-D-glucopyranosyl chloride (18.3 g) and ethoxyquin (22.1 g) were vigorously stirred together at 80° for 3 hours. Acetone (50 ml) was added to the hot reaction mixture and stirring was continued for 0.5 hours. After cooling, the solid ethoxyquin-hydrochloride was filtered, washed with acetone and the combined filtrates were evaporated under reduced pressure. The crude product was purified by column chromatography on silica (ethylacetate-benzene 1:4). 16.5 g of 1-(2-a... The reactants are C(C)(C)(C)OC(=O)N1C(OC(C1CC1=CC=CC=C1)CC1C(CC(CC1)=O)C(=O)O)(C)C (4-Benzyl-5-(2-carboxy-4-oxo-cyclohexylmethyl)-2,2-dimethyl-oxazolidine-3-carboxylic acid tert-butyl ester), C(C)(C)(C)N (tert-butyl amine), O.ON1N=NC2=C1C=CC=C2 (1-hydroxybenzotriazole hydrate), Cl.C(C)N=C=NCCCN(C)C (N-ethyl-N′-(3-dimethylaminopropyl)carbodiimide hydrochloride). The solvent is ClCCl (dichloromethane). Reaction conditions: time 20 hour. Product: C(C)(C)(C)OC(=O)N1C(OC(C1CC1=CC=CC=C1)CC1C(CC(CC1)=O)C(NC(C)(C)C)=O)(C)C (4-benzyl-5-(2-tert-butylcarbamoyl-4-oxo-cyclohexylmethyl)-2,2-dimethyl-oxazolidine-3-carboxylic acid tert-butyl ester). Isolated yield 64.1%. Reaction SMILES: [C:1]([O:5][C:6]([N:8]1[CH:12]([CH2:13][C:14]2[CH:19]=[CH:18][CH:17]=[CH:16][CH:15]=2)[CH:11]([CH2:20][CH:21]2[CH2:26][CH2:25][C:24](=[O:27])[CH2:23][CH:22]2[C:28](O)=[O:29])[O:10][C:9]1([CH3:32])[CH3:31])=[O:7])([CH3:4])([CH3:3])[CH3:2].[C:33]([NH2:37])([CH3:36])([CH3:35])[CH3:34].O.ON1C2C=CC=CC=2N=N1.Cl.C(N=C=NCCCN(C)C)C>ClCCl>[C:1]([O:5][C:6]([N:8]1[CH:12]([CH2:13][C:14]2[CH:19]=[CH:18][CH:17]=[CH:16][CH:15]=2)[CH:11]([CH2:20][CH:21]2[CH2:26][CH2:25][C:24](=[O:27])[CH2:23][CH:22]2[C:28](=[O:29])[NH:37][C:33]([CH3:36])([CH3:35])[CH3:34])[O:10][C:9]1([CH3:32])[CH3:31])=[O:7])([CH3:2])([CH3:4])[CH3:3] |f:2.3,4.5|. Procedure: A solution of 4-Benzyl-5-(2-carboxy-4-oxo-cyclohexylmethyl)-2,2-dimethyl-oxazolidine-3-carboxylic acid tert-butyl ester (1.66 g, 3.74 mmol) in dry dichloromethane (20 ml) was stirred at 0° C. during sequential treatment with tert-butyl amine (1.4 ml, 12.7 mmol), 1-hydroxybenzotriazole hydrate (570 mg, 5 mmol) and N-ethyl-N′-(3-dimethylaminopropyl)carbodiimide hydrochloride (970 mg, 5 mmol). The resulting mixture was allowed to warm to room temperature and was stirred for 20 hours and then concen... The reactants are FC1=CC=C(C=C1)NCC1=CC=C(C=C1)C ((4-fluorophenyl)-(4-methylbenzyl)-amine), CC1(O\C(\C(O1)=O)=C/C(=O)Cl)C ((Z)-2,2-dimethyl-5-(chlorocarbonylmethylene)-1,3-dioxolan-4-one), Intermediate 71A. Yields the product CC1(OC(C(O1)=CC(=O)N(CC1=CC=C(C=C1)C)C1=CC=C(C=C1)F)=O)C (2-(2,2-Dimethyl-5-oxo-[1,3]dioxolan-4-ylidene)-N-(4-fluoro-phenyl)-N-(4-methyl-benzyl)-acetamide). RXN SMILES: [F:1][C:2]1[CH:7]=[CH:6][C:5]([NH:8][CH2:9][C:10]2[CH:15]=[CH:14][C:13]([CH3:16])=[CH:12][CH:11]=2)=[CH:4][CH:3]=1.[CH3:17][C:18]1([CH3:28])[O:22][C:21](=[O:23])/[C:20](=[CH:24]/[C:25](Cl)=[O:26])/[O:19]1>>[CH3:17][C:18]1([CH3:28])[O:19][C:20](=[CH:24][C:25]([N:8]([C:5]2[CH:4]=[CH:3][C:2]([F:1])=[CH:7][CH:6]=2)[CH2:9][C:10]2[CH:11]=[CH:12][C:13]([CH3:16])=[CH:14][CH:15]=2)=[O:26])[C:21](=[O:23])[O:22]1. Procedure details: Acylation of (4-fluorophenyl)-(4-methylbenzyl)-amine (Pombrik, S. I. et al., Izv. Akad. Nauk. SSSR Ser. Khim., 10, 1981, 2406-2408) with (Z)-2,2-dimethyl-5-(chlorocarbonylmethylene)-1,3-dioxolan-4-one as described in the preparation of Intermediate 71A gave the title amide as a syrup. 1HNMR 400 MHz (CDCl3) δ (ppm): 1.72 (6H, s, CH3), 2.31 (3H, s, CH3) 4.87 (2H, s, NCH2), 5.63 (1H, s, CH), 6.93-7.11 (8H, m, aromatics). HRMS (MAB N2) calculated for C21H20FNO4 [M−]: 369.137637: found: 369.137900. The reactants are OC(C)C1=NC=C(C(=O)OC)C=C1 (methyl 6-(1-hydroxyethyl)nicotinate), CS(=O)(=O)Cl (methanesulfonyl chloride), CS(=O)(=O)Cl (methanesulfonyl chloride). The reagents and catalysts are CN(C1=CC=NC=C1)C (4-dimethylaminopyridine). Run in ClCCl (dichloromethane). Run at time 1 hour. The product is CS(=O)(=O)OC(C)C1=NC=C(C(=O)OC)C=C1 (methyl 6-(1-(methylsulfonyloxy)ethyl)nicotinate). Yield: 93.6%. As a reaction SMILES: [OH:1][CH:2]([C:4]1[CH:13]=[CH:12][C:7]([C:8]([O:10][CH3:11])=[O:9])=[CH:6][N:5]=1)[CH3:3].[CH3:14][S:15](Cl)(=[O:17])=[O:16]>CN(C)C1C=CN=CC=1.ClCCl>[CH3:14][S:15]([O:1][CH:2]([C:4]1[CH:13]=[CH:12][C:7]([C:8]([O:10][CH3:11])=[O:9])=[CH:6][N:5]=1)[CH3:3])(=[O:17])=[O:16]. Reported procedure: To a 0° C. solution of methyl 6-(1-hydroxyethyl)nicotinate (0.100 g, 0.552 mmol) and 4-dimethylaminopyridine (152 mg, 1.32 mmol) in dichloromethane (10 mL) was added methanesulfonyl chloride (75.9 mg, 0.662 mmol) dropwise. The resulting mixture was stirred at room temperature for 1 hour. Additional methanesulfonyl chloride (75.9 mg, 0.662 mmol) was added and the mixture stirred at room temperature for an additional 2 hours. The mixture was quenched with water and extracted with dichloromethane. ...